Dataset: the Open Reaction Database (ORD), a public repository of structured organic reaction records. Task: describe an organic reaction: reactants, conditions, products, and yield The reactants are C(C(C)C)C1=CC=C(C=C1)C(C)=O (p-isobutylacetophenone), sodium t-amylate, C1(=CC=CC=C1)C (toluene), ClCC#N (chloroacetonitrile), C1(=CC=CC=C1)C (toluene). Product: CCC(C)C1(C#N)CO1 (3-butylglycidonitrile). Reaction SMILES: C(C1C=CC([C:11](=[O:13])C)=CC=1)C(C)C.Cl[CH2:15][C:16]#[N:17].[C:18]1(C)C=C[CH:21]=[CH:20][CH:19]=1>>[CH3:18][CH2:19][CH:20]([C:15]1([O:13][CH2:11]1)[C:16]#[N:17])[CH3:21]. Reported procedure: A solution of 17.2 g. of valeraldehyde (VII) and 16.5 g. of chloroacetonitrile in 20 ml. of toluene is treated with sodium t-amylate and worked up in the manner described in Example 3, above, to give a toluene solution of 3-butylglycidonitrile (I).